Dataset: the Open Reaction Database (ORD), a public repository of structured organic reaction records. Task: describe an organic reaction: reactants, conditions, products, and yield Reactants: O=C([O-])[O-], CC(O)=S, CN(C)C=O, CCOC(C)=O, COc1ccc(Cl)cc1CCl, [Cs+], [Cs+]. Product: COc1ccc(Cl)cc1CSC(C)=O. RXN SMILES: [C:1](=[O:2])([O-:3])[O-:4].[C:7]([CH3:8])(=[S:9])[OH:10].[CH3:22][N:23]([CH3:24])[CH:25]=[O:26].[CH3:27][CH2:28][O:29][C:30](=[O:31])[CH3:32].[Cl:11][c:12]1[cH:13][c:14]([CH2:20][Cl:21])[c:15]([O:18][CH3:19])[cH:16][cH:17]1.[Cs+:5].[Cs+:6]>>[C:7]([CH3:8])([S:9][CH2:20][c:14]1[cH:13][c:12]([Cl:11])[cH:17][cH:16][c:15]1[O:18][CH3:19])=[O:10].